From a dataset of the Open Reaction Database (ORD), a public repository of structured organic reaction records. describe an organic reaction: reactants, conditions, products, and yield The reactants are C(CC(O)(C(=O)O)CC(=O)O)(=O)O (citric acid), CC1=NNC(=C1)C1=CC=CC=C1 (3-methyl-5-phenyl-1H-pyrazole), ClCC1=CC=C(C=C1)CO ([4-(chloromethyl)phenyl]methanol), C([O-])([O-])=O.[K+].[K+] (potassium carbonate). Solvent: CN(C=O)C (N,N-dimethylformamide). Conditions: temperature 120 celsius, time 1 hour. Product: CC1=NN(C(=C1)C1=CC=CC=C1)CC1=CC=C(C=C1)CO ({4-[(3-methyl-5-phenyl-1H-pyrazol-1-yl)methyl]phenyl}methanol). Yield: 61.1%. RXN SMILES: [CH3:1][C:2]1[CH:6]=[C:5]([C:7]2[CH:12]=[CH:11][CH:10]=[CH:9][CH:8]=2)[NH:4][N:3]=1.Cl[CH2:14][C:15]1[CH:20]=[CH:19][C:18]([CH2:21][OH:22])=[CH:17][CH:16]=1.C(=O)([O-])[O-].[K+].[K+].C(O)(=O)CC(CC(O)=O)(C(O)=O)O>CN(C)C=O>[CH3:1][C:2]1[CH:6]=[C:5]([C:7]2[CH:8]=[CH:9][CH:10]=[CH:11][CH:12]=2)[N:4]([CH2:14][C:15]2[CH:20]=[CH:19][C:18]([CH2:21][OH:22])=[CH:17][CH:16]=2)[N:3]=1 |f:2.3.4|. Procedure details: A mixture of 3-methyl-5-phenyl-1H-pyrazole (760 mg, 5.0 mmol), [4-(chloromethyl)phenyl]methanol (850 mg, 5.43 mmol), potassium carbonate (1.38 g, 10.0 mmol) and N,N-dimethylformamide (20 mL) was stirred at 120° C. for 1 hr. The reaction mixture was poured into 10% aqueous citric acid solution, and the mixture was extracted with ethyl acetate. The ethyl acetate layer was dried using a Presep Dehydration tube (manufactured by Wako Pure Chemical Industries, Ltd.) and concentrated. The residue was p... Product: CC1(C)OC(=O)c2ccc(Oc3c(F)cc(C=O)cc3F)cc2O1. Reaction SMILES: [C:26](=[O:27])([O-:28])[O-:29].[CH3:33][N:34]([CH3:35])[CH:36]=[O:37].[F:15][c:16]1[cH:17][c:18]([CH:19]=[O:20])[cH:21][c:22]([F:25])[c:23]1[F:24].[K+:30].[K+:31].[OH2:32].[OH:1][c:2]1[cH:3][c:4]2[c:5]([cH:13][cH:14]1)[C:6](=[O:12])[O:7][C:8]([CH3:10])([CH3:11])[O:9]2>>[O:1]([c:2]1[cH:3][c:4]2[c:5]([cH:13][cH:14]1)[C:6](=[O:12])[O:7][C:8]([CH3:10])([CH3:11])[O:9]2)[c:23]1[c:16]([F:15])[cH:17][c:18]([CH:19]=[O:20])[cH:21][c:22]1[F:25]. Starting materials: O=C([O-])[O-], CN(C)C=O, O=Cc1cc(F)c(F)c(F)c1, [K+], [K+], O, CC1(C)OC(=O)c2ccc(O)cc2O1. Starting materials: C(C)(=O)N1CCN(CC1)CCCOC1=CC=C(C=C1)C1CCN(CC1)C=1C=CC=2N(N1)C(=NN2)C(F)(F)F (6-[4-[4-[3-(4-acetylpiperazin-1-yl)propoxy]phenyl]piperidin-1-yl]-3-(trifluoromethyl)[1,2,4]triazolo[4,3-b]pyridazine), C(=O)[O-].[NH4+] (ammonium formate), C(=O)[O-].[NH4+] (ammonium formate). Reagents/catalysts: [Pd] (Palladium on carbon). Run in C(C)O (ethanol), C(Cl)Cl (DCM). Run at temperature 76 celsius, time 32 hour. Yields the product C(C)(=O)N1CCN(CC1)CCCOC1=CC=C(C=C1)C1CCN(CC1)C=1CCC=2N(N1)C(=NN2)C(F)(F)F (6-[4-[4-[3-(4-acetylpiperazin-1-yl)propoxy]phenyl]piperidin-1-yl]-3-(trifluoromethyl)-7,8-dihydro[1,2,4]triazolo[4,3-b]pyridazine). Yield: 71.5%. RXN SMILES: [C:1]([N:4]1[CH2:9][CH2:8][N:7]([CH2:10][CH2:11][CH2:12][O:13][C:14]2[CH:19]=[CH:18][C:17]([CH:20]3[CH2:25][CH2:24][N:23]([C:26]4[CH:27]=[CH:28][C:29]5[N:30]([C:32]([C:35]([F:38])([F:37])[F:36])=[N:33][N:34]=5)[N:31]=4)[CH2:22][CH2:21]3)=[CH:16][CH:15]=2)[CH2:6][CH2:5]1)(=[O:3])[CH3:2].C([O-])=O.[NH4+]>[Pd].C(O)C.C(Cl)Cl>[C:1]([N:4]1[CH2:5][CH2:6][N:7]([CH2:10][CH2:11][CH2:12][O:13][C:14]2[CH:15]=[CH:16][C:17]([CH:20]3[CH2:21][CH2:22][N:23]([C:26]4[CH2:27][CH2:28][C:29]5[N:30]([C:32]([C:35]([F:36])([F:37])[F:38])=[N:33][N:34]=5)[N:31]=4)[CH2:24][CH2:25]3)=[CH:18][CH:19]=2)[CH2:8][CH2:9]1)(=[O:3])[CH3:2] |f:1.2|. Reported procedure: 10% Palladium on carbon (0.276 g, 0.26 mmol) was added to 6-[4-[4-[3-(4-acetylpiperazin-1-yl)propoxy]phenyl]piperidin-1-yl]-3-(trifluoromethyl)[1,2,4]triazolo[4,3-b]pyridazine (13.80 g, 25.96 mmol) and ammonium formate (16.37 g, 259.61 mmol) in ethanol (300 mL) at 20° C. The resulting slurry was stirred at 76° C. for 32 hours, regularly adding more ammonium formate and catalyst to force the reaction to completion. The cooled reaction mixture was filtered through diatomaceous earth and the filtra... Starting materials: CC#N, CCOC(C)=O, COC(=O)c1ccccc1S(=O)(=O)Cl, Nc1cccnc1. Yields the product COC(=O)c1ccccc1S(=O)(=O)Nc1cccnc1. Reaction SMILES: [CH3:22][C:23]#[N:24].[CH3:25][CH2:26][O:27][C:28]([CH3:29])=[O:30].[Cl:1][S:2](=[O:3])(=[O:4])[c:5]1[c:6]([C:7](=[O:8])[O:9][CH3:10])[cH:11][cH:12][cH:13][cH:14]1.[n:15]1[cH:16][c:17]([NH2:21])[cH:18][cH:19][cH:20]1>>[S:2](=[O:3])(=[O:4])([c:5]1[c:6]([C:7](=[O:8])[O:9][CH3:10])[cH:11][cH:12][cH:13][cH:14]1)[NH:21][c:17]1[cH:16][n:15][cH:20][cH:19][cH:18]1.